From a dataset of the Open Reaction Database (ORD), a public repository of structured organic reaction records. describe an organic reaction: reactants, conditions, products, and yield Starting materials: C, CCO, [H][H], CCCC(O)C#Cc1ccc(F)c(F)c1F, [Pd]. Yields the product CCCC(O)CCc1ccc(F)c(F)c1F. As a reaction SMILES: [C:22].[CH3:19][CH2:20][OH:21].[H:17][H:18].[OH:1][CH:2]([C:3]#[C:4][c:5]1[c:6]([F:13])[c:7]([F:12])[c:8]([F:11])[cH:9][cH:10]1)[CH2:14][CH2:15][CH3:16].[Pd:23]>>[OH:1][CH:2]([CH2:3][CH2:4][c:5]1[c:6]([F:13])[c:7]([F:12])[c:8]([F:11])[cH:9][cH:10]1)[CH2:14][CH2:15][CH3:16]. Reactants: C(C)OC(=O)C=1NC2=CC=C(C=C2C1)CNC(=O)C=1C(=NC=CC1)OC1=CC=C(C=C1)F (5-({[2-(4-Fluoro-phenoxy)-pyridine-3-carbonyl]-amino}-methyl)-1H-indole-2-carboxylic acid ethyl ester), [OH-].[Na+] (sodium hydroxide). Solvent: C(C)O (ethanol). The product is FC1=CC=C(OC2=NC=CC=C2C(=O)NCC=2C=C3C=C(NC3=CC2)C(=O)O)C=C1 (5-({[2-(4-Fluoro-phenoxy)-pyridine-3-carbonyl]-amino}-methyl)-1H-indole-2-carboxylic acid). As a reaction SMILES: C([O:3][C:4]([C:6]1[NH:7][C:8]2[C:13]([CH:14]=1)=[CH:12][C:11]([CH2:15][NH:16][C:17]([C:19]1[C:20]([O:25][C:26]3[CH:31]=[CH:30][C:29]([F:32])=[CH:28][CH:27]=3)=[N:21][CH:22]=[CH:23][CH:24]=1)=[O:18])=[CH:10][CH:9]=2)=[O:5])C.[OH-].[Na+]>C(O)C>[F:32][C:29]1[CH:28]=[CH:27][C:26]([O:25][C:20]2[C:19]([C:17]([NH:16][CH2:15][C:11]3[CH:12]=[C:13]4[C:8](=[CH:9][CH:10]=3)[NH:7][C:6]([C:4]([OH:5])=[O:3])=[CH:14]4)=[O:18])=[CH:24][CH:23]=[CH:22][N:21]=2)=[CH:31][CH:30]=1 |f:1.2|. Procedure: A solution of 5-({[2-(4-Fluoro-phenoxy)-pyridine-3-carbonyl]-amino}-methyl)-1H-indole-2-carboxylic acid ethyl ester (0.043 grams, 0.099 mmole) in 1N sodium hydroxide (0.25 ml, 0.25 mmole) and ethanol (5 ml) was refluxed for 9 hours. The mixture was concentrated under reduced pressure to dryness and dissolved in water (2 ml). The mixture was acidified with 2 N hydrochloric acid giving a white solid which was isolated by filtration (0.032 g). M.P. 236-238; Anal. Calcd. for C22H16N3O4F: C, 65.18; H... Starting materials: O (water), CC1=C(C=CC=C1C)C(C)C=1NC=CN1 (2-[1-(2,3-Dimethylphenyl)ethyl]-1H-imidazole), C(C)(C)N(C(C)C)CC (N,N-diisopropylethylamine), COC1=CC=C(CBr)C=C1 (4-methoxybenzyl bromide). Solvent: ClCCl (dichloromethane). Run at time 90 minute. Yields the product CC1=C(C=CC=C1C)C(C)C=1N(C=CN1)CC1=CC=C(C=C1)OC (2-[1-(2,3-Dimethylphenyl)ethyl]-1-(4-methoxybenzyl)-1H-imidazole). RXN SMILES: [CH3:1][C:2]1[C:7]([CH3:8])=[CH:6][CH:5]=[CH:4][C:3]=1[CH:9]([C:11]1[NH:12][CH:13]=[CH:14][N:15]=1)[CH3:10].C(N(CC)C(C)C)(C)C.[CH3:25][O:26][C:27]1[CH:34]=[CH:33][C:30]([CH2:31]Br)=[CH:29][CH:28]=1.O>ClCCl>[CH3:1][C:2]1[C:7]([CH3:8])=[CH:6][CH:5]=[CH:4][C:3]=1[CH:9]([C:11]1[N:15]([CH2:31][C:30]2[CH:33]=[CH:34][C:27]([O:26][CH3:25])=[CH:28][CH:29]=2)[CH:14]=[CH:13][N:12]=1)[CH3:10]. Procedure: To a solution of the compound of Example 1 (100 mg, 0.5 mmol) and N,N-diisopropylethylamine (77 mg, 0.6 mmol) in dichloromethane, under nitrogen, was added 4-methoxybenzyl bromide (151 mg, 0.75 mmol). The reaction mixture was stirred at room temperature for 90 min and water (10 ml) was added. The layers were separated, and the aqueous layer washed with dichloromethane (15 ml). The combined organics were dried (MgSO4) and concentrated in vacuo. Reactants: Cc1ccccc1, COc1ccc2c(c1)CCCC2O. Yields the product COc1ccc2c(c1)CCC=C2. As a reaction SMILES: [CH3:14][c:15]1[cH:16][cH:17][cH:18][cH:19][cH:20]1.[CH3:1][O:2][c:3]1[cH:4][c:5]2[c:10]([cH:11][cH:12]1)[CH:9]([OH:13])[CH2:8][CH2:7][CH2:6]2>>[CH3:1][O:2][c:3]1[cH:4][c:5]2[c:10]([cH:11][cH:12]1)[CH:9]=[CH:8][CH2:7][CH2:6]2. The reactants are C1(=CC=CC=C1)S(=O)(=O)C1=CC=C(N)C=C1 (4-phenylsulphonylaniline), ClC=1C2=C(N=CN1)C=NC(=C2)Cl (4,6-dichloropyrido[3,4-d]pyrimidine). The product is Cl.ClC1=CC2=C(N=CN=C2NC2=CC=C(C=C2)S(=O)(=O)C2=CC=CC=C2)C=N1 (6-Chloro-4-(4-phenylsulphonylanilino)pyrido[3,4-d]pyrimidine hydochloride). As a reaction SMILES: [C:1]1([S:7]([C:10]2[CH:16]=[CH:15][C:13]([NH2:14])=[CH:12][CH:11]=2)(=[O:9])=[O:8])[CH:6]=[CH:5][CH:4]=[CH:3][CH:2]=1.[Cl:17][C:18]1[C:19]2[CH:27]=[C:26]([Cl:28])[N:25]=[CH:24][C:20]=2[N:21]=[CH:22][N:23]=1>>[ClH:17].[Cl:28][C:26]1[N:25]=[CH:24][C:20]2[N:21]=[CH:22][N:23]=[C:18]([NH:14][C:13]3[CH:15]=[CH:16][C:10]([S:7]([C:1]4[CH:6]=[CH:5][CH:4]=[CH:3][CH:2]=4)(=[O:8])=[O:9])=[CH:11][CH:12]=3)[C:19]=2[CH:27]=1 |f:2.3|. Procedure details: Prepared according to Procedure A from 4-phenylsulphonylaniline (Helv. Chim. Acta., 1983, 66 (4), 1046) and 4,6-dichloropyrido[3,4-d]pyrimidine; δH [2H6]-DMSO 9.09 (1H,s), 8.80-8.88 (2H,m), 8.19 (2H,d), 7.94-8.09 (4H,m), 7.53-7.20 (3H,m); m/z (M+1)+397. Procedure details: (R)-N-Isobutylserine methyl ester HCl salt (Method B3a; 2.28 g, 10.8 mmol) was treated with SOCl2 followed by 2-methyl-4-nitrophenyl isothiocyanate in a manner analogous to Method C2a. The resulting material was purified by column chromatography (SiO2, gradient from hexane to 10% EtOAc/hex) to give 3-isobutyl-4-methylene-2-(2-methyl-4-nitrophenylimino)-1,3-thiazolidin-5-one (0.028 g, 10%) followed by (S)-3-isobutyl-4-carbomethoxy-2-(2-methyl-4-nitrophenylimino)-1,3-thiazolidine HCl salt (0.192 g... Product: CC1=C(C=CC(=C1)[N+](=O)[O-])N=C1SCC2(C3CCC(C2)C3)N1CC(C)C (2-(2-methyl-4-nitrophenylimino)-3-isobutylspiro[1,3-thiazolidine-4,2′-bicyclo[2.2.1]heptane]). RXN SMILES: Cl.[CH2:2]([N:6]1[C@@H:10]([C:11](OC)=O)[CH2:9][S:8][C:7]1=[N:15][C:16]1[CH:21]=[CH:20][C:19]([N+:22]([O-:24])=[O:23])=[CH:18][C:17]=1[CH3:25])[CH:3]([CH3:5])[CH3:4].C(N1C(=C)C(=O)SC1=N[C:38]1[CH:43]=CC([N+]([O-])=O)=[CH:40][C:39]=1[CH3:47])C(C)C>CCOC(C)=O>[CH3:25][C:17]1[CH:18]=[C:19]([N+:22]([O-:24])=[O:23])[CH:20]=[CH:21][C:16]=1[N:15]=[C:7]1[N:6]([CH2:2][CH:3]([CH3:5])[CH3:4])[C:10]2([CH2:40][CH:39]3[CH2:47][CH:11]2[CH2:43][CH2:38]3)[CH2:9][S:8]1 |f:0.1|. Starting materials: Cl.C(C(C)C)N1C(SC[C@@H]1C(=O)OC)=NC1=C(C=C(C=C1)[N+](=O)[O-])C ((S)-3-isobutyl-4-carbomethoxy-2-(2-methyl-4-nitrophenylimino)-1,3-thiazolidine HCl salt), C(C(C)C)N1C(SC(C1=C)=O)=NC1=C(C=C(C=C1)[N+](=O)[O-])C (3-Isobutyl-4-methylene-2-(2-methyl-4-nitrophenylimino)-1,3-thiazolidin-5-one), Cl.C(C(C)C)N1C(SC[C@@H]1C(=O)OC)=NC1=C(C=C(C=C1)[N+](=O)[O-])C ((S)-3-isobutyl-4-carbomethoxy-2-(2-methyl-4-nitrophenylimino)-1,3-thiazolidine HCl salt). Solvent: CCOC(=O)C (EtOAc), CCOC(=O)C (EtOAc). Reactants: COC(=O)C1=CC[C@@H]([C@H]1COCC1=CC=CC=C1)OCC1=CC=CC=C1 ((4S, 5R)-4-(Phenylmethoxy)-5-[(phenylmethoxy)methyl]-1-cyclopentene-1-carboxylic acid methyl ester), [H-].C(C(C)C)[Al+]CC(C)C (diisobutylaluminum hydride). Solvent: C(Cl)Cl (DCM). Run at temperature -78 celsius, time 1 hour. Yields the product C1(=CC=CC=C1)CO[C@H]1CC=C([C@@H]1COCC1=CC=CC=C1)CO ((4S, 5R)-4-(Phenylmethoxy)-5-[(phenylmethoxy)methyl]-1-cyclopentene-1-methanol). Isolated yield 92.5%. Reaction SMILES: C[O:2][C:3]([C:5]1[C@H:9]([CH2:10][O:11][CH2:12][C:13]2[CH:18]=[CH:17][CH:16]=[CH:15][CH:14]=2)[C@@H:8]([O:19][CH2:20][C:21]2[CH:26]=[CH:25][CH:24]=[CH:23][CH:22]=2)[CH2:7][CH:6]=1)=O.[H-].C([Al+]CC(C)C)C(C)C>C(Cl)Cl>[C:21]1([CH2:20][O:19][C@@H:8]2[C@@H:9]([CH2:10][O:11][CH2:12][C:13]3[CH:14]=[CH:15][CH:16]=[CH:17][CH:18]=3)[C:5]([CH2:3][OH:2])=[CH:6][CH2:7]2)[CH:22]=[CH:23][CH:24]=[CH:25][CH:26]=1 |f:1.2|. Reported procedure: To a round bottomed flask equipped with an argon inlet, magnetic stirrer and cooling bath was dissolved (4S, 5R)-4-(Phenylmethoxy)-5-[(phenylmethoxy)methyl]-1-cyclopentene-1-carboxylic acid methyl ester 7 (3.62 g, 10.2 mmol) in DCM (40 mL). The solution was cooled to −78° C. and diisobutylaluminum hydride (1 M in toluene, 22.4 mL, 22.4 mmol) was added into the solution over the course of 10 minutes. After stirring at −78° C. for 1 hour the reaction mixture was quenched with a saturated solution ...